Dataset: the Open Reaction Database (ORD), a public repository of structured organic reaction records. Task: describe an organic reaction: reactants, conditions, products, and yield The reactants are C=CCN(CCc1cc(OC)ccc1I)C(=O)C(F)(F)F, CN(C)C=O, [K+], CC(=O)[O-], CC(=O)[O-], CC(=O)[O-], [Pd+2], c1ccc(P(c2ccccc2)c2ccccc2)cc1. Product: C=C1CN(C(=O)C(F)(F)F)CCc2cc(OC)ccc21. RXN SMILES: [CH2:1]([CH:2]=[CH2:3])[N:4]([C:5]([C:6]([F:7])([F:8])[F:9])=[O:10])[CH2:11][CH2:12][c:13]1[c:14]([I:21])[cH:15][cH:16][c:17]([O:19][CH3:20])[cH:18]1.[CH3:46][N:47]([CH3:48])[CH:49]=[O:50].[K+:26].[O-:22][C:23]([CH3:24])=[O:25].[O-:52][C:53]([CH3:54])=[O:55].[O-:56][C:57]([CH3:58])=[O:59].[Pd+2:51].[c:27]1([P:28]([c:29]2[cH:30][cH:31][cH:32][cH:33][cH:34]2)[c:35]2[cH:36][cH:37][cH:38][cH:39][cH:40]2)[cH:41][cH:42][cH:43][cH:44][cH:45]1>>[CH2:1]1[C:2](=[CH2:3])[c:14]2[c:13]([cH:18][c:17]([O:19][CH3:20])[cH:16][cH:15]2)[CH2:12][CH2:11][N:4]1[C:5]([C:6]([F:7])([F:8])[F:9])=[O:10]. The reactants are BrC1=CC=C(C=C1)O (4-bromophenol), BrCCCCBr (1,4-dibromobutane). The product is BrC1=CC=C(C=C1)OCCCCBr (1-Bromo-4-(4-bromobutoxy)benzene). RXN SMILES: [Br:1][C:2]1[CH:7]=[CH:6][C:5]([OH:8])=[CH:4][CH:3]=1.[Br:9][CH2:10][CH2:11][CH2:12][CH2:13]Br>>[Br:1][C:2]1[CH:7]=[CH:6][C:5]([O:8][CH2:13][CH2:12][CH2:11][CH2:10][Br:9])=[CH:4][CH:3]=1. Reported procedure: The procedure is as for Example 53 using as substrate 4-bromophenol and 1,4-dibromobutane.